Dataset: the Open Reaction Database (ORD), a public repository of structured organic reaction records. Task: describe an organic reaction: reactants, conditions, products, and yield RXN SMILES: [NH2:1][C:2]1[C:7]2[NH:8][C:9]([N:11]3[CH2:16][CH2:15][N:14]([C:17]4[N:22]=[CH:21][C:20]([CH2:23][OH:24])=[CH:19][C:18]=4[Cl:25])[CH2:13][C@H:12]3[CH3:26])=[N:10][C:6]=2[CH:5]=[C:4]([C:27]([F:30])([F:29])[F:28])[CH:3]=1.[F:31][C:32]([F:43])([F:42])[C:33]1[CH:41]=[CH:40][C:36]([C:37](O)=[O:38])=[CH:35][CH:34]=1>>[Cl:25][C:18]1[C:17]([N:14]2[CH2:15][CH2:16][N:11]([C:9]3[NH:8][C:7]4[C:2]([NH:1][C:37](=[O:38])[C:36]5[CH:40]=[CH:41][C:33]([C:32]([F:31])([F:42])[F:43])=[CH:34][CH:35]=5)=[CH:3][C:4]([C:27]([F:30])([F:29])[F:28])=[CH:5][C:6]=4[N:10]=3)[C@H:12]([CH3:26])[CH2:13]2)=[N:22][CH:21]=[C:20]([CH2:23][OH:24])[CH:19]=1. The reactants are NC1=CC(=CC2=C1NC(=N2)N2[C@@H](CN(CC2)C2=C(C=C(C=N2)CO)Cl)C)C(F)(F)F ({6-[(3R)-4-(7-Amino-5-trifluoromethyl-1H-benzoimidazol-2-yl)-3-methyl-piperazin-1-yl]-5-chloro-pyridin-3-yl}-methanol), FC(C1=CC=C(C(=O)O)C=C1)(F)F (4-trifluoromethyl-benzoic acid). The product is ClC=1C(=NC=C(C1)CO)N1C[C@H](N(CC1)C=1NC2=C(N1)C=C(C=C2NC(C2=CC=C(C=C2)C(F)(F)F)=O)C(F)(F)F)C (N-{2-[(2R)-4-(3-Chloro-5-hydroxymethyl-pyridin-2-yl)-2-methyl-piperazin-1-yl]-6-trifluoromethyl-3H-benzoimidazol-4-yl}-4-trifluoromethyl-benzamide). Procedure: {6-[(3R)-4-(7-Amino-5-trifluoromethyl-1H-benzoimidazol-2-yl)-3-methyl-piperazin-1-yl]-5-chloro-pyridin-3-yl}-methanol from step (b) above,(221 mg, 0.5 mmol) and 4-trifluoromethyl-benzoic acid (105 mg, 0.55 mmol, Aldrich) reacted under the conditions of Example 65 to give the title compound as a white solid. MS (ESI, pos. ion) m/e: 613 (M+1). The reactants are O=C1CCC(=O)N1Br, ClC(Cl)(Cl)Cl, COC(=O)c1ccc(C)c2ccccc12. Product: COC(=O)c1ccc(CBr)c2ccccc12. Reaction SMILES: [Br:16][N:17]1[C:18](=[O:19])[CH2:20][CH2:21][C:22]1=[O:23].[C:24]([Cl:25])([Cl:26])([Cl:27])[Cl:28].[CH3:1][c:2]1[cH:3][cH:4][c:5]([C:12](=[O:13])[O:14][CH3:15])[c:6]2[cH:7][cH:8][cH:9][cH:10][c:11]12>>[CH2:1]([c:2]1[cH:3][cH:4][c:5]([C:12](=[O:13])[O:14][CH3:15])[c:6]2[cH:7][cH:8][cH:9][cH:10][c:11]12)[Br:16]. The reactants are ClC1=CC=C(S1)C1=CC(=NO1)CN1C(=CC=2C1=NC=CC2)C(=O)O (1-[5-(5-Chloro-thiophen-2-yl)-isoxazol-3-ylmethyl]-1H-pyrrolo[2,3-b]pyridine-2-carboxylic acid), [B-](F)(F)(F)F.CCOC(=O)C(=NOC(=[N+](C)C)N(C)C)C#N (TOTU), Cl.Cl.C(C)(C)N1CCC(CC1)N (1-Isopropyl-piperidin-4-ylamine dihydrochloride salt). Run in CN(C)C=O (DMF). Reaction conditions: time 20 minute. The product is C(C)(C)N1CCC(CC1)NC(=O)C1=CC=2C(=NC=CC2)N1CC1=NOC(=C1)C=1SC(=CC1)Cl (1-[5-(5-Chloro-thiophen-2-yl)-isoxazol-3-ylmethyl]-1H-pyrrolo[2,3-b]pyridine-2-carboxylic acid (1-isopropyl-piperidin-4-yl)-amide). RXN SMILES: [Cl:1][C:2]1[S:6][C:5]([C:7]2[O:11][N:10]=[C:9]([CH2:12][N:13]3[C:17]4=[N:18][CH:19]=[CH:20][CH:21]=[C:16]4[CH:15]=[C:14]3[C:22](O)=[O:23])[CH:8]=2)=[CH:4][CH:3]=1.[B-](F)(F)(F)F.CCOC(C(C#N)=NOC(N(C)C)=[N+](C)C)=O.Cl.Cl.[CH:49]([N:52]1[CH2:57][CH2:56][CH:55]([NH2:58])[CH2:54][CH2:53]1)([CH3:51])[CH3:50]>CN(C=O)C>[CH:49]([N:52]1[CH2:57][CH2:56][CH:55]([NH:58][C:22]([C:14]2[N:13]([CH2:12][C:9]3[CH:8]=[C:7]([C:5]4[S:6][C:2]([Cl:1])=[CH:3][CH:4]=4)[O:11][N:10]=3)[C:17]3=[N:18][CH:19]=[CH:20][CH:21]=[C:16]3[CH:15]=2)=[O:23])[CH2:54][CH2:53]1)([CH3:51])[CH3:50] |f:1.2,3.4.5|. Procedure: 0.135 g (0.4 mmol) of 1-[5-(5-Chloro-thiophen-2-yl)-isoxazol-3-ylmethyl]-1H-pyrrolo[2,3-b]pyridine-2-carboxylic acid, 0.432 g (3.8 mmol) of NEM and 135 mg (0.4 mmol) of TOTU were dissolved in 3 mL of DMF and stirred at RT for 20 min. 89 mg (0.4 mmol) of 1-Isopropyl-piperidin-4-ylamine dihydrochloride salt was added to the reaction solution and stirred at RT for 4 h. The product was purified by preparative RP-HPLC eluting with a gradient of 0-100% acetonitrile in water (+0.01% trifluoroacetic aci... Starting materials: O=C([O-])O, CC(C)CCO, COc1ccc(CN)cc1, CO, Nc1ccc(C(F)(F)F)nc1Cl, [Na+]. Product: COc1ccc(CNc2nc(C(F)(F)F)ccc2N)cc1. RXN SMILES: [C:23](=[O:24])([OH:25])[O-:26].[CH2:28]([OH:29])[CH2:30][CH:31]([CH3:32])[CH3:33].[CH3:13][O:14][c:15]1[cH:16][cH:17][c:18]([CH2:19][NH2:20])[cH:21][cH:22]1.[CH3:34][OH:35].[NH2:1][c:2]1[c:3]([Cl:12])[n:4][c:5]([C:8]([F:9])([F:10])[F:11])[cH:6][cH:7]1.[Na+:27]>>[NH2:1][c:2]1[c:3]([NH:20][CH2:19][c:18]2[cH:17][cH:16][c:15]([O:14][CH3:13])[cH:22][cH:21]2)[n:4][c:5]([C:8]([F:9])([F:10])[F:11])[cH:6][cH:7]1. The reactants are COC(=O)C1=CC=NC2=C(C=CC=C12)N (8-amino-quinoline-4-carboxylic acid methyl ester), N1=CC=CC=C1 (pyridine), COC(=O)C1=CC=NC2=C(C=CC=C12)N (8-amino-quinoline-4-carboxylic acid methyl ester), [N+](=O)([O-])C1=C(C=CC=C1)S(=O)(=O)Cl (2-nitrobenzenesulfonyl chloride). Reagents/catalysts: CN(C)C=1C=CN=CC1 (DMAP). Solvent: C(Cl)Cl (DCM). Yields the product COC(=O)C1=CC=NC2=C(C=CC=C12)NS(=O)(=O)C1=C(C=CC=C1)[N+](=O)[O-] (8-(2-Nitro-benzenesulfonylamino)-quinoline-4-carboxylic acid methyl ester). The yield is 93.5%. As a reaction SMILES: [CH3:1][O:2][C:3]([C:5]1[C:14]2[C:9](=[C:10]([NH2:15])[CH:11]=[CH:12][CH:13]=2)[N:8]=[CH:7][CH:6]=1)=[O:4].[N+:16]([C:19]1[CH:24]=[CH:23][CH:22]=[CH:21][C:20]=1[S:25](Cl)(=[O:27])=[O:26])([O-:18])=[O:17].N1C=CC=CC=1>CN(C1C=CN=CC=1)C.C(Cl)Cl>[CH3:1][O:2][C:3]([C:5]1[C:14]2[C:9](=[C:10]([NH:15][S:25]([C:20]3[CH:21]=[CH:22][CH:23]=[CH:24][C:19]=3[N+:16]([O-:18])=[O:17])(=[O:26])=[O:27])[CH:11]=[CH:12][CH:13]=2)[N:8]=[CH:7][CH:6]=1)=[O:4]. Procedure details: In a similar fashion using route 14 general procedure 27, 8-amino-quinoline-4-carboxylic acid methyl ester (Intermediate 475) (370 mg, 1.38 mmol), 2-nitrobenzenesulfonyl chloride (530 mg, 2.3 mmol), DMAP (cat.), pyridine (0.44 ml, 5.4 mmol) and DCM (15 ml) gave the title compound (500 mg, 70%) after purification by column chromatography with DCM/MeOH (99:1) as the eluent. Starting materials: Cl.N1N=NN=C1C=1C=C2C(CC3(CCNCC3)OC2=CC1)=O (6-(Tetrazol-5-yl)spiro[chroman-2,4′-piperidin]-4-one hydrochloride), O.ON1N=NC2=C1C=CC=C2 (1-hydroxybenzotriazole monohydrate), Cl.CN(CCCN=C=NCC)C (1-(3-dimethylaminopropyl)-3-ethylcarbodiimide hydrochloride), COC=1C=C(C(=O)O)C=C(N1)C1=CC=CC=C1 (2-methoxy-6-phenyl-isonicotinic acid). Run in CN(C)C=O (DMF), O (water), C(C)N(CC)CC (triethylamine), O (Water). Reaction conditions: time 2 hour. The product is COC1=NC(=CC(=C1)C(=O)N1CCC2(CC1)OC1=CC=C(C=C1C(C2)=O)C2=NN=NN2)C2=CC=CC=C2 (1′-{[2-Methoxy-6-phenylpyridin-4-yl]carbonyl}-6-(tetrazol-5-yl)spiro[chroman-2,4′-piperidin]-4-one). As a reaction SMILES: Cl.[NH:2]1[C:6]([C:7]2[CH:8]=[C:9]3[C:19](=[CH:20][CH:21]=2)[O:18][C:12]2([CH2:17][CH2:16][NH:15][CH2:14][CH2:13]2)[CH2:11][C:10]3=[O:22])=[N:5][N:4]=[N:3]1.O.ON1C2C=CC=CC=2N=N1.Cl.CN(C)CCCN=C=NCC.[CH3:46][O:47][C:48]1[CH:49]=[C:50]([CH:54]=[C:55]([C:57]2[CH:62]=[CH:61][CH:60]=[CH:59][CH:58]=2)[N:56]=1)[C:51](O)=[O:52]>O.CN(C=O)C.C(N(CC)CC)C>[CH3:46][O:47][C:48]1[CH:49]=[C:50]([C:51]([N:15]2[CH2:16][CH2:17][C:12]3([CH2:11][C:10](=[O:22])[C:9]4[C:19](=[CH:20][CH:21]=[C:7]([C:6]5[NH:2][N:3]=[N:4][N:5]=5)[CH:8]=4)[O:18]3)[CH2:13][CH2:14]2)=[O:52])[CH:54]=[C:55]([C:57]2[CH:62]=[CH:61][CH:60]=[CH:59][CH:58]=2)[N:56]=1 |f:0.1,2.3,4.5|. Reported procedure: 6-(Tetrazol-5-yl)spiro[chroman-2,4′-piperidin]-4-one hydrochloride (42 mg), 1-hydroxybenzotriazole monohydrate (20 mg), 1-(3-dimethylaminopropyl)-3-ethylcarbodiimide hydrochloride (25 mg), triethylamine (21 μL) and water (1 mL) were added in that order to a DMF (3 mL) solution of 2-methoxy-6-phenyl-isonicotinic acid (25 mg), and stirred at room temperature for 2 hours. Water was added to the reaction liquid, the formed precipitate was taken out through filtration, washed with water, and dried to... The reactants are OC1=C(C=CC=C1)C(CC(=O)OC(C)(C)C)=O (tert-butyl 3-(2-hydroxyphenyl)-3-oxopropanoate), C(C1=CC=CC=C1)=O (benzaldehyde). The reagents and catalysts are C(C)(=O)O (acetic acid), N1CCCCC1 (piperidine). The solvent is C1=CC=CC=C1 (benzene). The product is OC1=C(C=CC=C1)C(=O)/C(/C(=O)OC(C)(C)C)=C\C1=CC=CC=C1 ((E)-tert-butyl 2-(2-hydroxyphenylcarbonyl)-3-phenylprop-2-enoate). Isolated yield 83.9%. Reaction SMILES: [OH:1][C:2]1[CH:7]=[CH:6][CH:5]=[CH:4][C:3]=1[C:8](=[O:17])[CH2:9][C:10]([O:12][C:13]([CH3:16])([CH3:15])[CH3:14])=[O:11].[CH:18](=O)[C:19]1[CH:24]=[CH:23][CH:22]=[CH:21][CH:20]=1>N1CCCCC1.C(O)(=O)C.C1C=CC=CC=1>[OH:1][C:2]1[CH:7]=[CH:6][CH:5]=[CH:4][C:3]=1[C:8](/[C:9](=[CH:18]\[C:19]1[CH:24]=[CH:23][CH:22]=[CH:21][CH:20]=1)/[C:10]([O:12][C:13]([CH3:14])([CH3:16])[CH3:15])=[O:11])=[O:17]. Reported procedure: Prepared according to general procedure A using tert-butyl 3-(2-hydroxyphenyl)-3-oxopropanoate (18) (618 mg, 2.6 mmol), benzaldehyde (265 μL, 2.6 mmol), 12.0 mL benzene, piperidine (13 μL, 0.13 mmol) and glacial acetic acid (7.5 μL, 0.13 mmol), refluxed for 2 h. Purified via recrystallization from hexanes/CH2Cl2, yielding 708 mg (83%) of 5 as clear crystals. mp=109-110° C.; IR (film) 2978.4; 1737.4; 1692.4; 1643.3; 1145.8 cm−1; 1H NMR (500 MHz, CDCl3) δ 11.92 (bs, 1H), 7.86 (s, 1H), 7.55 (d, J=8...